Dataset: the Open Reaction Database (ORD), a public repository of structured organic reaction records. Task: describe an organic reaction: reactants, conditions, products, and yield Starting materials: C1(CC1)N1C=C(C(C2=CC(=C(C(=C12)OC)F)F)=O)C(=O)O.FBF (difluoroborane 1-cyclopropyl-6,7-difluoro-1,4-dihydro-8-methoxy-4-oxo-3-quinoline -carboxylate), N1CC(CC1)C1=C(C=CC=C1)CN (2-(3-pyrrolidinyl) benzenemethanamine). The product is fluoroborate ester, NCC1=C(C=CC=C1)C1CN(CC1)C1=C(C=C2C(C(=CN(C2=C1OC)C1CC1)C(=O)O)=O)F (7-[3-[2-(Aminomethyl)phenyl]-1-pyrrolidinyl]-1-cyclopropyl-6-fluoro-1,4-dihydro-8-methoxy-4-oxo-3-quinolinecarboxylic acid). As a reaction SMILES: [CH:1]1([N:4]2[C:13]3[C:8](=[CH:9][C:10]([F:17])=[C:11](F)[C:12]=3[O:14][CH3:15])[C:7](=[O:18])[C:6]([C:19]([OH:21])=[O:20])=[CH:5]2)[CH2:3][CH2:2]1.FBF.[NH:25]1[CH2:29][CH2:28][CH:27]([C:30]2[CH:35]=[CH:34][CH:33]=[CH:32][C:31]=2[CH2:36][NH2:37])[CH2:26]1>>[NH2:37][CH2:36][C:31]1[CH:32]=[CH:33][CH:34]=[CH:35][C:30]=1[CH:27]1[CH2:28][CH2:29][N:25]([C:11]2[C:12]([O:14][CH3:15])=[C:13]3[C:8]([C:7](=[O:18])[C:6]([C:19]([OH:21])=[O:20])=[CH:5][N:4]3[CH:1]3[CH2:3][CH2:2]3)=[CH:9][C:10]=2[F:17])[CH2:26]1 |f:0.1|. Reported procedure: Starting from difluoroborane 1-cyclopropyl-6,7-difluoro-1,4-dihydro-8-methoxy-4-oxo-3-quinoline -carboxylate (1.13 g, 3.3 mmol) and 2-(3-pyrrolidinyl) benzenemethanamine, a procedure analogous to that given in Example 1, provided the fluoroborate ester of the title compound. Run at temperature 10 celsius, time 2 hour. The product is ClC=1C=C2C=CNC2=C(C1F)C(=O)O (5-chloro-6-fluoro-1H-indole-7-carboxylic acid). RXN SMILES: C([Li])CCC.[Cl:6][C:7]1[CH:8]=[C:9]2[C:13](=[CH:14][C:15]=1[F:16])[NH:12][CH:11]=[CH:10]2.CC([O-])(C)C.[K+].[C:23](=[O:25])=[O:24]>CCCCCC.C1COCC1.O>[Cl:6][C:7]1[CH:8]=[C:9]2[C:13](=[C:14]([C:23]([OH:25])=[O:24])[C:15]=1[F:16])[NH:12][CH:11]=[CH:10]2 |f:2.3|. Procedure details: 35 ml of THF were cooled to −75° C. and 19.05 ml (30.5 mmol) of a 1.6M solution of n-butyllithium in hexane were added under argon. Then a solution of 2.35 g (13.7 mmol) of 5-chloro-6-fluoro-1H-indole in THF (9 ml) was added dropwise (temperature kept between −70 and −75° C.) over 15 min. After 5 additional min of stirring at this temperature a solution of 3.7 g of potassium tert-butylate in THF (15 ml) was added over period of 10 min (temperature kept between −70 and −75° C.). The resulting bro... Starting materials: ClC=1C=C2C=CNC2=CC1F (5-chloro-6-fluoro-1H-indole), CC(C)(C)[O-].[K+] (potassium tert-butylate), C(=O)=O (CO2), solution, C(CCC)[Li] (n-butyllithium). Solvent: C1CCOC1 (THF), C1CCOC1 (THF), O (water), CCCCCC (hexane), C1CCOC1 (THF).